Dataset: the Open Reaction Database (ORD), a public repository of structured organic reaction records. Task: describe an organic reaction: reactants, conditions, products, and yield Procedure: To a solution of (R)-3-nitro-4-(pyrrolidin-3-ylamino)benzenesulfonamide (440 mg) in N,N-dimethylformamide (10 mL) was added sodium carbonate (132 mg) and 1-bromo-2-(2-methoxyethoxy)ethane (0.155 mL). The reaction mixture was heated at 60° C. for 18 hours and after an aqueous workup, the crude product was purified on silica gel with a 2.5-10% methanol in methylene chloride gradient to provide the title compound. Reaction conditions: temperature 60 celsius. Product: COCCOCCN1C[C@@H](CC1)NC1=C(C=C(C=C1)S(=O)(=O)N)[N+](=O)[O-] ((R)-4-(1-(2-(2-methoxyethoxy)ethyl)pyrrolidin-3-ylamino)-3-nitrobenzenesulfonamide). Reactants: [N+](=O)([O-])C=1C=C(C=CC1N[C@H]1CNCC1)S(=O)(=O)N ((R)-3-nitro-4-(pyrrolidin-3-ylamino)benzenesulfonamide), C([O-])([O-])=O.[Na+].[Na+] (sodium carbonate), BrCCOCCOC (1-bromo-2-(2-methoxyethoxy)ethane). RXN SMILES: [N+:1]([C:4]1[CH:5]=[C:6]([S:16]([NH2:19])(=[O:18])=[O:17])[CH:7]=[CH:8][C:9]=1[NH:10][C@@H:11]1[CH2:15][CH2:14][NH:13][CH2:12]1)([O-:3])=[O:2].C(=O)([O-])[O-].[Na+].[Na+].Br[CH2:27][CH2:28][O:29][CH2:30][CH2:31][O:32][CH3:33]>CN(C)C=O>[CH3:33][O:32][CH2:31][CH2:30][O:29][CH2:28][CH2:27][N:13]1[CH2:14][CH2:15][C@@H:11]([NH:10][C:9]2[CH:8]=[CH:7][C:6]([S:16]([NH2:19])(=[O:17])=[O:18])=[CH:5][C:4]=2[N+:1]([O-:3])=[O:2])[CH2:12]1 |f:1.2.3|. Solvent: CN(C=O)C (N,N-dimethylformamide). Reactants: COC=1C=C(CC2NCCC3=CC(=C(C=C23)OC)OC)C=CC1OC (1-(3,4-Dimethoxy-benzyl)-6,7-dimethoxy-1,2,3,4-tetrahydroisoquinoline), BrCC(=O)Br (2-bromoacetyl bromide), NC1CC(C2=CC=CC=C12)C (1-amino-3-methyl-indane). The product is COC=1C=C(CC2N(CCC3=CC(=C(C=C23)OC)OC)CC(=O)NC2CC(C3=CC=CC=C23)C)C=CC1OC (2-[1-(3,4-Dimethoxy-benzyl)-6,7-dimethoxy-3,4-dihydro-1H-isoquinolin-2-yl]-N-(3-methyl-indan-1-yl)-acetamide). As a reaction SMILES: [CH3:1][O:2][C:3]1[CH:4]=[C:5]([CH:21]=[CH:22][C:23]=1[O:24][CH3:25])[CH2:6][CH:7]1[C:16]2[C:11](=[CH:12][C:13]([O:19][CH3:20])=[C:14]([O:17][CH3:18])[CH:15]=2)[CH2:10][CH2:9][NH:8]1.Br[CH2:27][C:28](Br)=[O:29].[NH2:31][CH:32]1[C:40]2[C:35](=[CH:36][CH:37]=[CH:38][CH:39]=2)[CH:34]([CH3:41])[CH2:33]1>>[CH3:1][O:2][C:3]1[CH:4]=[C:5]([CH:21]=[CH:22][C:23]=1[O:24][CH3:25])[CH2:6][CH:7]1[C:16]2[C:11](=[CH:12][C:13]([O:19][CH3:20])=[C:14]([O:17][CH3:18])[CH:15]=2)[CH2:10][CH2:9][N:8]1[CH2:27][C:28]([NH:31][CH:32]1[C:40]2[C:35](=[CH:36][CH:37]=[CH:38][CH:39]=2)[CH:34]([CH3:41])[CH2:33]1)=[O:29]. Procedure details: prepared by reaction of 1-(3,4-Dimethoxy-benzyl)-6,7-dimethoxy-1,2,3,4-tetrahydroisoquinoline and 2-bromoacetyl bromide with 1-amino-3-methyl-indane Starting materials: O1C=C(C=C1)C1=CC=C(N)C=C1 (4-(furan-3-yl)aniline), ClC1=CC(=C(C=C1)NC(COCC(=O)O)=O)C(=O)OC ((2-([4-chloro-2-(methoxycarbonyl)phenyl]amino)-2-oxoethoxy)acetic acid). Product: ClC=1C=CC(=C(C(=O)O)C1)NC(COCC(=O)NC1=CC=C(C=C1)C1=COC=C1)=O (5-chloro-2-([(2-([4-(furan-3-yl)phenyl]amino)-2-oxoethoxy)acetyl]amino)benzoic acid). As a reaction SMILES: [O:1]1[CH:5]=[CH:4][C:3]([C:6]2[CH:12]=[CH:11][C:9]([NH2:10])=[CH:8][CH:7]=2)=[CH:2]1.[Cl:13][C:14]1[CH:19]=[CH:18][C:17]([NH:20][C:21](=[O:28])[CH2:22][O:23][CH2:24][C:25](O)=[O:26])=[C:16]([C:29]([O:31]C)=[O:30])[CH:15]=1>>[Cl:13][C:14]1[CH:19]=[CH:18][C:17]([NH:20][C:21](=[O:28])[CH2:22][O:23][CH2:24][C:25]([NH:10][C:9]2[CH:11]=[CH:12][C:6]([C:3]3[CH:4]=[CH:5][O:1][CH:2]=3)=[CH:7][CH:8]=2)=[O:26])=[C:16]([CH:15]=1)[C:29]([OH:31])=[O:30]. Procedure details: Using the same method as in Example 1-(ii), 4-(furan-3-yl)aniline was reacted with the (2-([4-chloro-2-(methoxycarbonyl)phenyl]amino)-2-oxoethoxy)acetic acid obtained in Example 1-(i) to give 5-chloro-2-([(2-([4-(furan-3-yl)phenyl]amino)-2-oxoethoxy)acetyl]amino)benzoic acid.methyl ester (yield: 84%). Reactants: C(C)(C)(C)C=1C=C(C=C(C1)C(C)(C)C)C=CC=1C=C(C=C(C1)C=CC1=CC(=CC(=C1)C(C)(C)C)C(C)(C)C)C#C (3,5-Bis[2-(3,5-di-tert-butylphenyl)vinyl]phenyl acetylene), BrC=1C=C(C=O)C=C(C1)Br (3,5-dibromobenzaldehyde). Reagents/catalysts: C=1C=CC(=CC1)[P](C=2C=CC=CC2)(C=3C=CC=CC3)[Pd]([P](C=4C=CC=CC4)(C=5C=CC=CC5)C=6C=CC=CC6)([P](C=7C=CC=CC7)(C=8C=CC=CC8)C=9C=CC=CC9)[P](C=1C=CC=CC1)(C=1C=CC=CC1)C=1C=CC=CC1 (Tetrakis(triphenylphosphine)palladium(0)), [Cu]I (copper(I) iodide). The solvent is O1CCCC1 (tetrahydrofuran), C(C)N(CC)CC (triethylamine). Conditions: temperature 70 celsius, time 17.5 hour. The product is C(C)(C)(C)C=1C=C(C=C(C1)C(C)(C)C)C=CC=1C=C(C=C(C1)C=CC1=CC(=CC(=C1)C(C)(C)C)C(C)(C)C)C#CC=1C=C(C=O)C=C(C1)C#CC1=CC(=CC(=C1)C=CC1=CC(=CC(=C1)C(C)(C)C)C(C)(C)C)C=CC1=CC(=CC(=C1)C(C)(C)C)C(C)(C)C (3,5-Bis({3,5-bis [2-(3,5-di-tert-butylphenyl)vinyl]phenyl}ethynyl)benzaldehyde). Yield: 84.6%. As a reaction SMILES: [C:1]([C:5]1[CH:6]=[C:7]([CH:15]=[CH:16][C:17]2[CH:18]=[C:19]([C:39]#[CH:40])[CH:20]=[C:21]([CH:23]=[CH:24][C:25]3[CH:30]=[C:29]([C:31]([CH3:34])([CH3:33])[CH3:32])[CH:28]=[C:27]([C:35]([CH3:38])([CH3:37])[CH3:36])[CH:26]=3)[CH:22]=2)[CH:8]=[C:9]([C:11]([CH3:14])([CH3:13])[CH3:12])[CH:10]=1)([CH3:4])([CH3:3])[CH3:2].Br[C:42]1[CH:43]=[C:44]([CH:47]=[C:48](Br)[CH:49]=1)[CH:45]=[O:46]>O1CCCC1.C(N(CC)CC)C.C1C=CC([P]([Pd]([P](C2C=CC=CC=2)(C2C=CC=CC=2)C2C=CC=CC=2)([P](C2C=CC=CC=2)(C2C=CC=CC=2)C2C=CC=CC=2)[P](C2C=CC=CC=2)(C2C=CC=CC=2)C2C=CC=CC=2)(C2C=CC=CC=2)C2C=CC=CC=2)=CC=1.[Cu]I>[C:11]([C:9]1[CH:8]=[C:7]([CH:15]=[CH:16][C:17]2[CH:18]=[C:19]([C:39]#[C:40][C:42]3[CH:43]=[C:44]([CH:47]=[C:48]([C:40]#[C:39][C:19]4[CH:20]=[C:21]([CH:23]=[CH:24][C:25]5[CH:30]=[C:29]([C:31]([CH3:32])([CH3:33])[CH3:34])[CH:28]=[C:27]([C:35]([CH3:38])([CH3:36])[CH3:37])[CH:26]=5)[CH:22]=[C:17]([CH:16]=[CH:15][C:7]5[CH:6]=[C:5]([C:1]([CH3:4])([CH3:3])[CH3:2])[CH:10]=[C:9]([C:11]([CH3:14])([CH3:13])[CH3:12])[CH:8]=5)[CH:18]=4)[CH:49]=3)[CH:45]=[O:46])[CH:20]=[C:21]([CH:23]=[CH:24][C:25]3[CH:30]=[C:29]([C:31]([CH3:34])([CH3:33])[CH3:32])[CH:28]=[C:27]([C:35]([CH3:38])([CH3:37])[CH3:36])[CH:26]=3)[CH:22]=2)[CH:6]=[C:5]([C:1]([CH3:4])([CH3:3])[CH3:2])[CH:10]=1)([CH3:12])([CH3:14])[CH3:13] |^1:66,68,87,106|. Procedure details: Nitrogen was bubbled through a solution of 3,5-bis[2-(3,5-di-tert-butylphenyl)vinyl]phenyl acetylene (3) (1.00 g, 1.88 mmol) and 3,5-dibromobenzaldehyde (191 mg, 0.725 mmol) in tetrahydrofuran (10 mL) and triethylamine (15 mL) for 15 min. Tetrakis(triphenylphosphine)palladium(0) (60 mg, 52 μmol) and copper(I) iodide (18 mg, 94 μmol) were added and nitrogen bubbled through the solution for a further 15 min and the mixture then stirred at 70° C. for 17.5 h. Once cool, the solvent was removed and t... The yield is 70.0%. Reported procedure: The 1,4-Naphthalenedicarboxylic acid (25 g, 116 mmol) was dripped into a mixture of Lithium Aluminum Hydride (15 g, 395 mmol) in 600 mL of anhydrous THF and refluxed for two days. The mixture was cooled in an ice bath and excess LAH was decomposed by the slow addition of methanol followed by ice chips. THF was removed under vacuum and the residue was acidified with 1N HCl. The product was extracted with ethyl acetate (3×), washed with aqueous sodium bicarbonate (3×), water, brine, and dried over... As a reaction SMILES: [C:1]1([C:14](O)=[O:15])[C:10]2[C:5](=[CH:6][CH:7]=[CH:8][CH:9]=2)[C:4]([C:11](O)=[O:12])=[CH:3][CH:2]=1.[H-].[Al+3].[Li+].[H-].[H-].[H-].CO>C1COCC1>[OH:12][CH2:11][C:4]1[C:5]2[C:10](=[CH:9][CH:8]=[CH:7][CH:6]=2)[C:1]([CH2:14][OH:15])=[CH:2][CH:3]=1 |f:1.2.3.4.5.6|. Yields the product OCC1=CC=C(C2=CC=CC=C12)CO (1,4-Bishydroxymethylnaphthalene). The reactants are C1(=CC=C(C2=CC=CC=C12)C(=O)O)C(=O)O (1,4-Naphthalenedicarboxylic acid), [H-].[Al+3].[Li+].[H-].[H-].[H-] (Lithium Aluminum Hydride), [H-].[H-].[H-].[H-].[Li+].[Al+3] (LAH), CO (methanol). Solvent: C1CCOC1 (THF). The reactants are C1COCCO1, COC(=O)c1cc(Cl)cc(C)c1OC1CCC1, CO, CO, ClCCl, [Li+], [OH-], O. The product is Cc1cc(Cl)cc(C(=O)O)c1OC1CCC1. As a reaction SMILES: [CH2:18]1[O:19][CH2:20][CH2:21][O:22][CH2:23]1.[CH3:1][O:2][C:3]([c:4]1[c:5]([O:12][CH:13]2[CH2:14][CH2:15][CH2:16]2)[c:6]([CH3:11])[cH:7][c:8]([Cl:10])[cH:9]1)=[O:17].[CH3:24][OH:25].[CH3:28][OH:29].[Cl:30][CH2:31][Cl:32].[Li+:27].[OH-:26].[OH2:33]>>[O:2]=[C:3]([c:4]1[c:5]([O:12][CH:13]2[CH2:14][CH2:15][CH2:16]2)[c:6]([CH3:11])[cH:7][c:8]([Cl:10])[cH:9]1)[OH:17]. Reactants: O=C(c1ncc[nH]1)c1ncc[nH]1, CC(C)=NO, ClCCl, COc1cc(OC)nc(Oc2ccc(N)nc2C(=O)O)n1, O. The product is COc1cc(OC)nc(Oc2ccc(N)nc2C(=O)ON=C(C)C)n1. RXN SMILES: [C:22]([c:23]1[nH:24][cH:25][cH:26][n:27]1)([c:28]1[nH:29][cH:30][cH:31][n:32]1)=[O:33].[C:34]([CH3:35])([CH3:36])=[N:37][OH:38].[Cl:40][CH2:41][Cl:42].[NH2:1][c:2]1[cH:3][cH:4][c:5]([O:11][c:12]2[n:13][c:14]([O:20][CH3:21])[cH:15][c:16]([O:18][CH3:19])[n:17]2)[c:6]([C:8](=[O:9])[OH:10])[n:7]1.[OH2:39]>>[NH2:1][c:2]1[cH:3][cH:4][c:5]([O:11][c:12]2[n:13][c:14]([O:20][CH3:21])[cH:15][c:16]([O:18][CH3:19])[n:17]2)[c:6]([C:8](=[O:9])[O:10][N:37]=[C:34]([CH3:35])[CH3:36])[n:7]1. Starting materials: CC(=O)[O-], CC(C)(C)S, CCO, Cl, [K+], O=N[O-], COC(=O)c1ccc(F)c(N)c1C, [Na+], O. Product: COC(=O)c1ccc(F)c(N=NSC(C)(C)C)c1C. RXN SMILES: [CH3:19][C:20](=[O:21])[O-:22].[CH3:23][C:24]([CH3:25])([CH3:26])[SH:27].[CH3:30][CH2:31][OH:32].[ClH:28].[K+:18].[N:14]([O-:15])=[O:16].[NH2:1][c:2]1[c:3]([CH3:13])[c:4]([C:5](=[O:6])[O:7][CH3:8])[cH:9][cH:10][c:11]1[F:12].[Na+:17].[OH2:29]>>[N:1]([c:2]1[c:3]([CH3:13])[c:4]([C:5](=[O:6])[O:7][CH3:8])[cH:9][cH:10][c:11]1[F:12])=[N:14][S:27][C:24]([CH3:23])([CH3:25])[CH3:26]. Product: ClC=1SC=CC1C1C(NC(O1)=O)=O (5-(2-Chloro-3-thienyl)oxazolidine-2,4-dione). RXN SMILES: [Cl:1]C1SC=C(C2C(=O)NC(=O)NC2=O)C=1.Cl[C:17]1[S:21][CH:20]=[C:19]([CH:22]2[O:26][C:25](=[O:27])[NH:24][C:23]2=[O:28])[CH:18]=1>>[Cl:1][C:20]1[S:21][CH:17]=[CH:18][C:19]=1[CH:22]1[O:26][C:25](=[O:27])[NH:24][C:23]1=[O:28]. Procedure details: The same procedure is employed to convert 5-(5-chloro-3-thienyl)-2,4,6(1H,3H,5H)pyrimidinetrione to 5-(5-chloro-3-thienyl)oxazolidine-2,4-dione. The reactants are ClC1=CC(=CS1)C1C(NC(NC1=O)=O)=O (5-(5-chloro-3-thienyl)-2,4,6(1H,3H,5H)pyrimidinetrione), ClC1=CC(=CS1)C1C(NC(O1)=O)=O (5-(5-chloro-3-thienyl)oxazolidine-2,4-dione).